Dataset: the Open Reaction Database (ORD), a public repository of structured organic reaction records. Task: describe an organic reaction: reactants, conditions, products, and yield Reactants: CC(=O)O, CC(C)(NC=O)c1ccc(C#Cc2ccccc2)cc1, Cl, O. The product is Cl, CC(C)(N)c1ccc(C#Cc2ccccc2)cc1. RXN SMILES: [CH3:21][C:22](=[O:23])[OH:24].[CH:1](=[O:2])[NH:3][C:4]([c:5]1[cH:6][cH:7][c:8]([C:11]#[C:12][c:13]2[cH:14][cH:15][cH:16][cH:17][cH:18]2)[cH:9][cH:10]1)([CH3:19])[CH3:20].[ClH:25].[OH2:26]>>[ClH:25].[NH2:3][C:4]([c:5]1[cH:6][cH:7][c:8]([C:11]#[C:12][c:13]2[cH:14][cH:15][cH:16][cH:17][cH:18]2)[cH:9][cH:10]1)([CH3:19])[CH3:20].